From a dataset of the Open Reaction Database (ORD), a public repository of structured organic reaction records. describe an organic reaction: reactants, conditions, products, and yield Starting materials: CC(C)(C)[Si](C)(C)Cl, OCc1cccc(F)c1F, CN(C)C=O, c1c[nH]cn1. Yields the product CC(C)(C)[Si](C)(C)OCc1cccc(F)c1F. Reaction SMILES: [C:16]([CH3:17])([CH3:18])([CH3:19])[Si:20]([Cl:21])([CH3:22])[CH3:23].[F:1][c:2]1[c:3]([CH2:9][OH:10])[cH:4][cH:5][cH:6][c:7]1[F:8].[O:24]=[CH:25][N:26]([CH3:27])[CH3:28].[nH:11]1[cH:12][cH:13][n:14][cH:15]1>>[F:1][c:2]1[c:3]([CH2:9][O:10][Si:20]([C:16]([CH3:17])([CH3:18])[CH3:19])([CH3:22])[CH3:23])[cH:4][cH:5][cH:6][c:7]1[F:8]. The reactants are CC(C)(C)OC(=O)N1CCN(c2ccc(C(=O)Nc3ccc(Cl)c(-c4ccccn4)c3)cc2)C(=O)C1, O=C(O)C(F)(F)F, O. Product: O=C(Nc1ccc(Cl)c(-c2ccccn2)c1)c1ccc(N2CCNCC2=O)cc1. As a reaction SMILES: [Cl:1][c:2]1[c:3](-[c:31]2[n:32][cH:33][cH:34][cH:35][cH:36]2)[cH:4][c:5]([NH:8][C:9](=[O:10])[c:11]2[cH:12][cH:13][c:14]([N:17]3[C:18](=[O:30])[CH2:19][N:20]([C:23]([O:24][C:25]([CH3:26])([CH3:27])[CH3:28])=[O:29])[CH2:21][CH2:22]3)[cH:15][cH:16]2)[cH:6][cH:7]1.[F:37][C:38]([F:39])([F:40])[C:41]([OH:42])=[O:43].[OH2:44]>>[Cl:1][c:2]1[c:3](-[c:31]2[n:32][cH:33][cH:34][cH:35][cH:36]2)[cH:4][c:5]([NH:8][C:9](=[O:10])[c:11]2[cH:12][cH:13][c:14]([N:17]3[C:18](=[O:30])[CH2:19][NH:20][CH2:21][CH2:22]3)[cH:15][cH:16]2)[cH:6][cH:7]1.